This data is from the Open Reaction Database (ORD), a public repository of structured organic reaction records. The task is: describe an organic reaction: reactants, conditions, products, and yield Reactants: O=C(n1ccnc1)n1ccnc1, Cc1cccnc1CN(Cc1ncccc1C)C1CCNCC1, CCN(C(C)C)C(C)C, ClCCl, Nc1nc2ccccc2[nH]1. Product: Cc1cccnc1CN(Cc1ncccc1C)C1CCN(C(=O)Nc2nc3ccccc3[nH]2)CC1. Reaction SMILES: [C:1](=[O:2])([n:3]1[cH:4][cH:5][n:6][cH:7]1)[n:8]1[cH:9][cH:10][n:11][cH:12]1.[CH3:32][c:33]1[c:34]([CH2:39][N:40]([CH:41]2[CH2:42][CH2:43][NH:44][CH2:45][CH2:46]2)[CH2:47][c:48]2[n:49][cH:50][cH:51][cH:52][c:53]2[CH3:54])[n:35][cH:36][cH:37][cH:38]1.[CH:23]([N:24]([CH2:25][CH3:26])[CH:27]([CH3:28])[CH3:29])([CH3:30])[CH3:31].[Cl:55][CH2:56][Cl:57].[NH2:13][c:14]1[n:15][c:16]2[cH:17][cH:18][cH:19][cH:20][c:21]2[nH:22]1>>[C:1](=[O:2])([NH:13][c:14]1[nH:15][c:16]2[cH:17][cH:18][cH:19][cH:20][c:21]2[n:22]1)[N:44]1[CH2:43][CH2:42][CH:41]([N:40]([CH2:39][c:34]2[c:33]([CH3:32])[cH:38][cH:37][cH:36][n:35]2)[CH2:47][c:48]2[n:49][cH:50][cH:51][cH:52][c:53]2[CH3:54])[CH2:46][CH2:45]1. The reactants are C(C(C)C)OC1=C(C=CC=C1)CC(=O)OC (methyl 2-(2-isobutoxyphenyl)acetate), O (water), COC(Cl)Cl (α,α-dichloromethyl methyl ether). The reagents and catalysts are [Ti](Cl)(Cl)(Cl)Cl (titanium tetrachloride). Solvent: C(Cl)Cl (methylene chloride), C(Cl)Cl (methylene chloride). Conditions: time 30 minute. The product is C(=O)C=1C=CC(=C(C1)CC(=O)OC)OCC(C)C (methyl 2-(5-formyl-2-isobutoxyphenyl)acetate). As a reaction SMILES: [CH2:1]([O:5][C:6]1[CH:11]=[CH:10][CH:9]=[CH:8][C:7]=1[CH2:12][C:13]([O:15][CH3:16])=[O:14])[CH:2]([CH3:4])[CH3:3].[CH3:17][O:18]C(Cl)Cl.O>C(Cl)Cl.[Ti](Cl)(Cl)(Cl)Cl>[CH:17]([C:9]1[CH:10]=[CH:11][C:6]([O:5][CH2:1][CH:2]([CH3:4])[CH3:3])=[C:7]([CH2:12][C:13]([O:15][CH3:16])=[O:14])[CH:8]=1)=[O:18]. Reported procedure: In 10 ml of methylene chloride is dissolved 1.00 g of methyl 2-(2-isobutoxyphenyl)acetate. After successively adding 0.99 ml of titanium tetrachloride and 0.45 ml of α,α-dichloromethyl methyl ether at 5-10° C., the mixture thus obtained is stirred at ambient temperature for 30 minutes. The reaction mixture is added to a mixture of methylene chloride and water, and the organic layer is separated. The organic layer thus obtained is washed with water and saturated aqueous solution of sodium chlorid... Starting materials: Cl (hydrochloric acid), solution, C(CCC)[Li] (n-butyl lithium), BrC=1C2=C(SC1)C=CC=C2 (3-bromobenzo[b]thiophene), CN(C=O)C (dimethylformamide). The solvent is CCCCCC (hexane), C(C)OCC (diethyl ether), C(C)OCC (diethyl ether), C(C)OCC (diethyl ether). Conditions: temperature -5 celsius, time 30 minute. Product: S1C2=C(C(=C1)C=O)C=CC=C2 (benzo[b]thiophene-3-carboxaldehyde). Reaction SMILES: C([Li])CCC.Br[C:7]1[C:8]2[CH:15]=[CH:14][CH:13]=[CH:12][C:9]=2[S:10][CH:11]=1.CN(C)[CH:18]=[O:19].Cl>CCCCCC.C(OCC)C>[S:10]1[CH:11]=[C:7]([CH:18]=[O:19])[C:8]2[CH:15]=[CH:14][CH:13]=[CH:12][C:9]1=2. Procedure: To a solution of 17 ml of a 1.6M solution of n-butyl lithium in hexane and 100 ml of dry diethyl ether at -70° C. was added a solution of 5.3 g of 3-bromobenzo[b]thiophene in 65 ml of diethyl ether. After stirring for about 30 minutes, 2.2 ml of dry dimethylformamide in 2.5 ml of dry diethyl ether were added. The mixture was stirred for about 3.5 hours at -70° C., and then allowed to warm to -5° C. Approximately 100 ml of 1N hydrochloric acid were added and the reaction mixture was stirred at 0°... Product: O[C@H](C)[C@@H]1[C@@H]2N(C(=C(C2)C=2N3C(SC2)=CN=C3)C(=O)OC(C)OC(=O)OC(C)C)C1=O (1-(isopropoxycarbonyloxy)ethyl (5R,6S)-6-((1R)-1-hydroxyethyl)-2-(imidazo[5,1-b]thiazol-3-yl)-1-carbapen-2-em-3-carboxylate). RXN SMILES: [OH:1][C@@H:2]([C@H:4]1[C:21](=[O:22])[N:6]2[C:7]([C:18]([O-:20])=[O:19])=[C:8]([C:10]3[N:11]4[CH:17]=[N:16][CH:15]=[C:12]4[S:13][CH:14]=3)[CH2:9][C@H:5]12)[CH3:3].[Na+].[CH:24]([O:27][C:28]([O:30][CH:31](I)[CH3:32])=[O:29])([CH3:26])[CH3:25]>CN(C=O)C>[OH:1][C@@H:2]([C@H:4]1[C:21](=[O:22])[N:6]2[C:7]([C:18]([O:20][CH:31]([O:30][C:28]([O:27][CH:24]([CH3:26])[CH3:25])=[O:29])[CH3:32])=[O:19])=[C:8]([C:10]3[N:11]4[CH:17]=[N:16][CH:15]=[C:12]4[S:13][CH:14]=3)[CH2:9][C@H:5]12)[CH3:3] |f:0.1|. Conditions: temperature -10 celsius, time 3 hour. Run in CN(C)C=O (DMF). Reported procedure: To a solution of 48 mg of sodium (5R,6S)-6-((1R)-1-hydroxyethyl)-2-(imidazo[5,1-b]thiazol-3-yl)-1-carbapen-2-em-3-carboxylate in 1 ml of DMF was added 73 mg of 1-(isopropoxycarbonyloxy)ethyl iodide under the atmosphere of argon at −20° C., and the mixture was stirred for 3 hours during which the temperature was raised up to −10° C. The reaction mixture was extracted twice with 20 ml of ethyl acetate, and washed twice with 10 ml of semi-saturated aqueous saline. The organic layer was dried over a... The reactants are O[C@H](C)[C@@H]1[C@@H]2N(C(=C(C2)C=2N3C(SC2)=CN=C3)C(=O)[O-])C1=O.[Na+] (sodium (5R,6S)-6-((1R)-1-hydroxyethyl)-2-(imidazo[5,1-b]thiazol-3-yl)-1-carbapen-2-em-3-carboxylate), C(C)(C)OC(=O)OC(C)I (1-(isopropoxycarbonyloxy)ethyl iodide). The solvent is C1(=CC=CC=C1)C (toluene). Reaction SMILES: [C:1]1([C:7]([C:31]2[CH:36]=[CH:35][CH:34]=[CH:33][CH:32]=2)=[CH:8][CH:9]2[CH2:14][CH2:13][N:12]([C:15](=O)[CH2:16][CH2:17][CH2:18][CH2:19][CH2:20][CH2:21][CH2:22][CH2:23][C:24]3[CH:25]=[N:26][CH:27]=[CH:28][CH:29]=3)[CH2:11][CH2:10]2)[CH:6]=[CH:5][CH:4]=[CH:3][CH:2]=1.[H-].COCCO[Al+]OCCOC.[Na+].[H-].CCCCCC>C1(C)C=CC=CC=1>[C:31]1([C:7]([C:1]2[CH:6]=[CH:5][CH:4]=[CH:3][CH:2]=2)=[CH:8][CH:9]2[CH2:10][CH2:11][N:12]([CH2:15][CH2:16][CH2:17][CH2:18][CH2:19][CH2:20][CH2:21][CH2:22][CH2:23][C:24]3[CH:25]=[N:26][CH:27]=[CH:28][CH:29]=3)[CH2:13][CH2:14]2)[CH:32]=[CH:33][CH:34]=[CH:35][CH:36]=1 |f:1.2.3.4|. Reactants: compound, [H-].COCCO[Al+]OCCOC.[Na+].[H-] (sodium bis(2-methoxyethoxy)aluminum hydride), CCCCCC (hexane), C1(=CC=CC=C1)C(=CC1CCN(CC1)C(CCCCCCCCC=1C=NC=CC1)=O)C1=CC=CC=C1 (4-(2,2-diphenylethenyl)-1-[1-oxo-9-(3-pyridinyl)nonyl]piperidine), solution. The product is C1(=CC=CC=C1)C(=CC1CCN(CC1)CCCCCCCCCC=1C=NC=CC1)C1=CC=CC=C1 (3-[9-[4-(2,2-Diphenylethenyl)-1-piperidinyl]nonyl]pyridine). Reported procedure: The title compound was prepared in a manner similar to that employed for the compound of Example 16 starting with 6.5 g of 4-(2,2-diphenylethenyl)-1-[1-oxo-9-(3-pyridinyl)nonyl]piperidine and 7.7 mL of a 3.5M solution of sodium bis(2-methoxyethoxy)aluminum hydride in toluene. The analytically pure base was obtained from hexane, mp 51°-53° C. Analysis Calculated for C33H42N2 : C. 84.93; H, 9.07; N, 6.00. Found: C, 85.20; H, 9.00; N, 6.05. Evaporation of the hexane filtrates provided 5.9 g of crud... Starting materials: COC=1C=C(C(=O)N)C=C(C1OC)OC (3,4,5-trimethoxybenzamide), P12(=S)SP3(=S)SP(=S)(S1)SP(=S)(S2)S3 (phosphorus pentasulfide). The solvent is C1=CC=CC=C1 (benzene). Reaction conditions: time 30 minute. Yields the product COC=1C=C(C(=S)N)C=C(C1OC)OC (3,4,5-trimethoxythiobenzamide). Yield: 122.7%. As a reaction SMILES: [CH3:1][O:2][C:3]1[CH:4]=[C:5]([CH:9]=[C:10]([O:14][CH3:15])[C:11]=1[O:12][CH3:13])[C:6]([NH2:8])=O.P12(SP3(SP(SP(S3)(S1)=S)(=S)S2)=S)=[S:17]>C1C=CC=CC=1>[CH3:1][O:2][C:3]1[CH:4]=[C:5]([CH:9]=[C:10]([O:14][CH3:15])[C:11]=1[O:12][CH3:13])[C:6]([NH2:8])=[S:17]. Procedure: 500 mg of 3,4,5-trimethoxybenzamide was suspended in 15 ml of benzene. Thereto was added 526 mg of phosphorus pentasulfide. The mixture was refluxed for 30 minutes with heating. The solvent was removed by distillation. To the residue were added 5 ml of 10% sodium hydroxide and 5 ml of water. The mixture was stirred for 30 minutes. The reaction mixture was filtered, and the resulting solid was washed with small amounts of water and ethanol and dried to obtain 330 mg of 3,4,5-trimethoxythiobenzami...